Dataset: the Open Reaction Database (ORD), a public repository of structured organic reaction records. Task: describe an organic reaction: reactants, conditions, products, and yield Starting materials: Solution, [F-].C(CCC)[N+](CCCC)(CCCC)CCCC (tetrabutylammonium fluoride), [Si](C1=CC=CC=C1)(C1=CC=CC=C1)(C(C)(C)C)OCCCC1C(=CC(O1)=O)C1=CC=CC=C1 (5-[3-(t-butyldiphenylsilyloxy)propyl]-4-phenyl-2(5H)-furanone), C(C)(=O)OCC (ethyl acetate), Cl (hydrochloric acid). Run in O1CCCC1 (tetrahydrofuran), O1CCCC1 (tetrahydrofuran). Conditions: time 3 hour. The product is OCCCC1C(=CC(O1)=O)C1=CC=CC=C1 (5-(3-hydroxypropyl)-4-phenyl-2(5H)-furanone). The yield is 71.7%. RXN SMILES: [F-].C([N+](CCCC)(CCCC)CCCC)CCC.[Si]([O:36][CH2:37][CH2:38][CH2:39][CH:40]1[O:44][C:43](=[O:45])[CH:42]=[C:41]1[C:46]1[CH:51]=[CH:50][CH:49]=[CH:48][CH:47]=1)(C(C)(C)C)(C1C=CC=CC=1)C1C=CC=CC=1.C(OCC)(=O)C.Cl>O1CCCC1>[OH:36][CH2:37][CH2:38][CH2:39][CH:40]1[O:44][C:43](=[O:45])[CH:42]=[C:41]1[C:46]1[CH:51]=[CH:50][CH:49]=[CH:48][CH:47]=1 |f:0.1|. Procedure: 1M Solution of tetrabutylammonium fluoride in tetrahydrofuran (0.736 ml) was added to a solution of 5-[3-(t-butyldiphenylsilyloxy)propyl]-4-phenyl-2(5H)-furanone (280 mg) in tetrahydrofuran (3 ml) and the resulting mixture was stirred at same temperature for 3 hours. The reaction mixture was poured into a mixture of ethyl acetate and 0.5N hydrochloric acid. The organic layer was separated, washed with water and brine successively, dried over magnesium sulfate, and evaporated in vacuo to give 5-(...